Task: describe an organic reaction: reactants, conditions, products, and yield. Dataset: the Open Reaction Database (ORD), a public repository of structured organic reaction records The reactants are O=C([O-])O, COC(=O)CCl, Nc1ccc(F)c(F)c1, [Na+]. The product is COC(=O)CNc1ccc(F)c(F)c1. As a reaction SMILES: [C:10](=[O:11])([OH:12])[O-:13].[Cl:15][CH2:16][C:17](=[O:18])[O:19][CH3:20].[F:1][c:2]1[cH:3][c:4]([NH2:5])[cH:6][cH:7][c:8]1[F:9].[Na+:14]>>[F:1][c:2]1[cH:3][c:4]([NH:5][CH2:16][C:17](=[O:18])[O:19][CH3:20])[cH:6][cH:7][c:8]1[F:9]. Starting materials: C(C)OC=1C(=CC2=C(C=C(S2)C(=O)OC)C1)OCCC (methyl 5-ethoxy-6-propyloxybenzothiophene-2-carboxylate), [OH-].[K+] (potassium hydroxide), Cl (hydrochloric acid), O (water). Run in C(C)O (ethanol). Yields the product C(C)OC=1C(=CC2=C(C=C(S2)C(=O)O)C1)OCCC (5-ethoxy-6-propyloxybenzothiophene-2-carboxylic acid). Isolated yield 36.0%. As a reaction SMILES: [CH2:1]([O:3][C:4]1[C:5]([O:17][CH2:18][CH2:19][CH3:20])=[CH:6][C:7]2[S:11][C:10]([C:12]([O:14]C)=[O:13])=[CH:9][C:8]=2[CH:16]=1)[CH3:2].[OH-].[K+].O.Cl>C(O)C>[CH2:1]([O:3][C:4]1[C:5]([O:17][CH2:18][CH2:19][CH3:20])=[CH:6][C:7]2[S:11][C:10]([C:12]([OH:14])=[O:13])=[CH:9][C:8]=2[CH:16]=1)[CH3:2] |f:1.2|. Procedure: A solution of 0.45 g. of methyl 5-ethoxy-6-propyloxybenzothiophene-2-carboxylate and 0.34 g. of potassium hydroxide in ethanol was heated to reflux for two hours. The solution was poured into water, acidified with hydrochloric acid, and extracted with ethyl acetate. The ethyl acetate layer was extracted with 1N sodium hydroxide. The alkaline solution was acidified with hydrochloric acid and was then extracted with ethyl acetate. The organic extract was dried over sodium sulfate and evaporated in... The reactants are CC1=C(C=C2C(=N1)NC(N2)=O)C2=CC=CC=C2 (1,3-Dihydro-5-methyl-6-phenyl-2H-imidazo[4,5-b]pyridin-2-one), [N+](=O)(O)[O-] (nitric acid), ice water. Run at temperature -2 celsius, time 2 hour. The product is CC1=C(C=C2C(=N1)NC(N2)=O)C2=CC=C(C=C2)[N+](=O)[O-] (1,3-dihydro-5-methyl-6-(4-nitrophenyl)-2H-imidazo[4,5-b]pyridin-2-one). Isolated yield 97.0%. Reaction SMILES: [CH3:1][C:2]1[N:7]=[C:6]2[NH:8][C:9](=[O:11])[NH:10][C:5]2=[CH:4][C:3]=1[C:12]1[CH:17]=[CH:16][CH:15]=[CH:14][CH:13]=1.[N+:18]([O-])([OH:20])=[O:19]>>[CH3:1][C:2]1[N:7]=[C:6]2[NH:8][C:9](=[O:11])[NH:10][C:5]2=[CH:4][C:3]=1[C:12]1[CH:13]=[CH:14][C:15]([N+:18]([O-:20])=[O:19])=[CH:16][CH:17]=1. Procedure details: 1,3-Dihydro-5-methyl-6-phenyl-2H-imidazo[4,5-b]pyridin-2-one (Example 4c, 8.06 g) was added in small portions to 80 ml 90% nitric acid cooled to -2° C. The reaction mixture was stirred at 0° C. for 2 hours and then poured portionwise into ice-water. The solid product was collected, washed with water and ether, and dried in high vacuum at 110°-130° C. to give 9.3 g (97%) of 1,3-dihydro-5-methyl-6-(4-nitrophenyl)-2H-imidazo[4,5-b]pyridin-2-one, m.p. above 300° C. Further purification was accomplis... The reactants are O=C([O-])[O-], CC(=O)Nc1ncc(Br)s1, CN(C)C=O, [K+], [K+], Sc1ncc[nH]1. The product is CC(=O)Nc1ncc(Sc2ncc[nH]2)s1. Reaction SMILES: [C:17](=[O:18])([O-:19])[O-:20].[C:1]([CH3:2])(=[O:3])[NH:4][c:5]1[s:6][c:7]([Br:10])[cH:8][n:9]1.[CH3:23][N:24]([CH3:25])[CH:26]=[O:27].[K+:21].[K+:22].[SH:11][c:12]1[nH:13][cH:14][cH:15][n:16]1>>[C:1]([CH3:2])(=[O:3])[NH:4][c:5]1[s:6][c:7]([S:11][c:12]2[nH:13][cH:14][cH:15][n:16]2)[cH:8][n:9]1. The reactants are NC1[C@@H]2N(C(=C(CS2)CSC2=CN=NN2)C(=O)O)C1=O (7-Amino-3-(1H-1,2,3-triazol-5-yl)thiomethyl-3-cephem-4-carboxylic acid), C(=O)NC=1SC=C(N1)C(C(=O)O)=NOCCNC(=O)OC(C)(C)C (2-(2-formamidothiazol-4-yl)-2-(2-tert-butoxycarbonylaminoethoxyimino)acetic acid). Yields the product C(=O)NC=1SC=C(N1)C(C(=O)NC1[C@@H]2N(C(=C(CS2)CSC2=CN=NN2)C(=O)O)C1=O)=NOCCNC(=O)OC(C)(C)C (7-[2-(2-formamidothiazol-4-yl)-2-(2-tert-butoxycarbonylaminoethoxyimino)acetamido]-3-(1H-1,2,3-triazol-5-yl)thiomethyl-3-cephem-4-carboxylic acid). The yield is 67.7%. Reaction SMILES: [NH2:1][CH:2]1[C:19](=[O:20])[N:4]2[C:5]([C:16]([OH:18])=[O:17])=[C:6]([CH2:9][S:10][C:11]3[NH:15][N:14]=[N:13][CH:12]=3)[CH2:7][S:8][C@H:3]12.[CH:21]([NH:23][C:24]1[S:25][CH:26]=[C:27]([C:29](=[N:33][O:34][CH2:35][CH2:36][NH:37][C:38]([O:40][C:41]([CH3:44])([CH3:43])[CH3:42])=[O:39])[C:30](O)=[O:31])[N:28]=1)=[O:22]>>[CH:21]([NH:23][C:24]1[S:25][CH:26]=[C:27]([C:29](=[N:33][O:34][CH2:35][CH2:36][NH:37][C:38]([O:40][C:41]([CH3:44])([CH3:43])[CH3:42])=[O:39])[C:30]([NH:1][CH:2]2[C:19](=[O:20])[N:4]3[C:5]([C:16]([OH:18])=[O:17])=[C:6]([CH2:9][S:10][C:11]4[NH:15][N:14]=[N:13][CH:12]=4)[CH2:7][S:8][C@H:3]23)=[O:31])[N:28]=1)=[O:22]. Reported procedure: 7-Amino-3-(1H-1,2,3-triazol-5-yl)thiomethyl-3-cephem-4-carboxylic acid (1.7 g.) and 2-(2-formamidothiazol-4-yl)-2-(2-tert-butoxycarbonylaminoethoxyimino)acetic acid (syn isomer, 2 g.) were treated in a similar manner to that of Example 20-(1) to give 7-[2-(2-formamidothiazol-4-yl)-2-(2-tert-butoxycarbonylaminoethoxyimino)acetamido]-3-(1H-1,2,3-triazol-5-yl)thiomethyl-3-cephem-4-carboxylic acid (syn isomer, 2.4 g.).